This data is from the Open Reaction Database (ORD), a public repository of structured organic reaction records. The task is: describe an organic reaction: reactants, conditions, products, and yield Reactants: CCCCNC(=O)C(C)CC(O)C(Cc1cccc(OCc2ccccc2)c1)NC(=O)OC(C)(C)C, Cl, C1COCCO1. The product is [Cl-], CCCCNC(=O)C(C)CC(O)C([NH3+])Cc1cccc(OCc2ccccc2)c1. RXN SMILES: [C:1]([O:2][C:3](=[O:4])[NH:7][CH:8]([CH:9]([CH2:10][CH:11]([CH3:12])[C:13]([NH:14][CH2:15][CH2:16][CH2:17][CH3:18])=[O:19])[OH:20])[CH2:21][c:22]1[cH:23][c:24]([O:28][CH2:29][c:30]2[cH:31][cH:32][cH:33][cH:34][cH:35]2)[cH:25][cH:26][cH:27]1)([CH3:5])([CH3:6])[CH3:36].[ClH:37].[O:38]1[CH2:39][CH2:40][O:41][CH2:42][CH2:43]1>>[Cl-:37].[NH3+:7][CH:8]([CH:9]([CH2:10][CH:11]([CH3:12])[C:13]([NH:14][CH2:15][CH2:16][CH2:17][CH3:18])=[O:19])[OH:20])[CH2:21][c:22]1[cH:23][c:24]([O:28][CH2:29][c:30]2[cH:31][cH:32][cH:33][cH:34][cH:35]2)[cH:25][cH:26][cH:27]1. The yield is 51.1%. Reactants: CN(C)CCN(C)C (TMEDA), II (iodine), COCOC1=C2C(N(C(C2=CC=C1C(OC)OC)=O)C(C)(C1=CC=CC=C1)C)O (4-methoxymethoxy-5-dimethoxymethyl-3-hydroxy-2-(1-methyl-1-phenylethyl)isoindolinone). Solvent: C1CCOC1 (THF). Procedure: In a similar manner to Step 3 of Example 16, 4-methoxymethoxy-5-dimethoxymethyl-3-hydroxy-2-(1-methyl-1-phenylethyl)isoindolinone (3.34 g, 8.31 mmol) was dissolved in THF (100 mL), and the solution was treated with TMEDA (4.00 mL, 27.0 mmol), sec-butyl lithium-hexane solution (1.03 mol/L, 25.8 mL, 26.6 mmol) and iodine (3.16 g, 12.5 mmol), followed by purification by slurry using methanol and diisopropylether to obtain 4-methoxymethoxy-5-dimethoxymethyl-3-hydroxy-7-iodo-2-(1-methyl-1-phenylethyl... Product: COCOC1=C2C(N(C(C2=C(C=C1C(OC)OC)I)=O)C(C)(C1=CC=CC=C1)C)O (4-methoxymethoxy-5-dimethoxymethyl-3-hydroxy-7-iodo-2-(1-methyl-1-phenylethyl)isoindolinone). As a reaction SMILES: [CH3:1][O:2][CH2:3][O:4][C:5]1[C:13]([CH:14]([O:17][CH3:18])[O:15][CH3:16])=[CH:12][CH:11]=[C:10]2[C:6]=1[CH:7]([OH:29])[N:8]([C:20]([CH3:28])([C:22]1[CH:27]=[CH:26][CH:25]=[CH:24][CH:23]=1)[CH3:21])[C:9]2=[O:19].CN(CCN(C)C)C.[I:38]I>C1COCC1>[CH3:1][O:2][CH2:3][O:4][C:5]1[C:13]([CH:14]([O:15][CH3:16])[O:17][CH3:18])=[CH:12][C:11]([I:38])=[C:10]2[C:6]=1[CH:7]([OH:29])[N:8]([C:20]([CH3:21])([C:22]1[CH:23]=[CH:24][CH:25]=[CH:26][CH:27]=1)[CH3:28])[C:9]2=[O:19]. Starting materials: OCCC#CC1=CC=C(C(=O)OC(C)(C)C)C=C1 (1,1-dimethylethyl 4-(4-hydroxy-1-butyn-1-yl)benzoate), OCCC#CC1=CC=C(C(=O)OC(C)(C)C)C=C1 (1,1-dimethylethyl 4-(4-hydroxy-1-butyn-1-yl)benzoate). The reagents and catalysts are [Pt](=O)=O (platinum(IV) oxide). The solvent is C(C)O (ethanol), C(C)(=O)OCC (ethyl acetate). Product: OCCCCC1=CC=C(C(=O)OC(C)(C)C)C=C1 (1,1-Dimethylethyl 4-(4-hydroxybutyl)benzoate). The yield is 92.9%. As a reaction SMILES: [OH:1][CH2:2][CH2:3][C:4]#[C:5][C:6]1[CH:18]=[CH:17][C:9]([C:10]([O:12][C:13]([CH3:16])([CH3:15])[CH3:14])=[O:11])=[CH:8][CH:7]=1>C(O)C.C(OCC)(=O)C.[Pt](=O)=O>[OH:1][CH2:2][CH2:3][CH2:4][CH2:5][C:6]1[CH:18]=[CH:17][C:9]([C:10]([O:12][C:13]([CH3:14])([CH3:15])[CH3:16])=[O:11])=[CH:8][CH:7]=1. Reported procedure: A solution of 1,1-dimethylethyl 4-(4-hydroxy-1-butyn-1-yl)benzoate (0.9 g, e.g. which can be as prepared in Intermediate 22) in a mixture of ethanol (50 ml) and ethyl acetate (5 ml) was hydrogenated over platinum(IV) oxide (PtO2, 0.09 g, 10% w/w) for 18 hours at room temperature. The mixture was filtered through a bed of Celite, washing through with ethanol. The solvents were evaporated to dryness to give the title compound as a yellowy/brown oil (0.85 g). 1H NMR (400 MHz, chloroform-d) δ (delta... Reactants: CC(=O)[O-], CC(=O)[O-], OB(O)c1ccc(Cl)nc1, ClCCl, [Cu+2], O=C(c1ccc2[nH]c(C(=O)N3CCC(F)(F)CC3)cc2c1)N1CCC(N2CCCCC2)CC1, c1ccncc1. Yields the product O=C(c1ccc2c(c1)cc(C(=O)N1CCC(F)(F)CC1)n2-c1ccc(Cl)nc1)N1CCC(N2CCCCC2)CC1. As a reaction SMILES: [C:53]([O-:54])(=[O:55])[CH3:56].[C:58]([O-:59])(=[O:60])[CH3:61].[Cl:34][c:35]1[n:36][cH:37][c:38]([B:41]([OH:42])[OH:43])[cH:39][cH:40]1.[Cl:50][CH2:51][Cl:52].[Cu+2:57].[N:1]1([CH:7]2[CH2:8][CH2:9][N:10]([C:13](=[O:14])[c:15]3[cH:16][c:17]4[cH:18][c:19]([C:24](=[O:25])[N:26]5[CH2:27][CH2:28][C:29]([F:32])([F:33])[CH2:30][CH2:31]5)[nH:20][c:21]4[cH:22][cH:23]3)[CH2:11][CH2:12]2)[CH2:2][CH2:3][CH2:4][CH2:5][CH2:6]1.[cH:44]1[cH:45][cH:46][n:47][cH:48][cH:49]1>>[N:1]1([CH:7]2[CH2:8][CH2:9][N:10]([C:13](=[O:14])[c:15]3[cH:16][c:17]4[cH:18][c:19]([C:24](=[O:25])[N:26]5[CH2:27][CH2:28][C:29]([F:32])([F:33])[CH2:30][CH2:31]5)[n:20](-[c:38]5[cH:37][n:36][c:35]([Cl:34])[cH:40][cH:39]5)[c:21]4[cH:22][cH:23]3)[CH2:11][CH2:12]2)[CH2:2][CH2:3][CH2:4][CH2:5][CH2:6]1. Starting materials: O(C1=CC=CC=C1)C=1C=C(C=CC1)N(CC(C(F)(F)F)O)CC=1C=C(C(=O)OC)C=CC1 (methyl 3-[[(3-phenoxyphenyl)(3,3,3-trifluoro-2-hydroxypropyl)amino]methyl]benzoate), ClCCl (dichloromethane), solution, [H-].[Al+3].[Li+].[H-].[H-].[H-] (lithium aluminum hydride), C1CCOC1 (THF), [H-].[Al+3].[Li+].[H-].[H-].[H-] (lithium aluminum hydride), O1CCCC1 (tetrahydrofuran). Solvent: C(C)(=O)OCC (ethyl acetate), C(C)(=O)OCC (ethyl acetate). Run at temperature -40 celsius, time 1 hour. The product is O(C1=CC=CC=C1)C=1C=C(C=CC1)N(CC(C(F)(F)F)O)CC=1C=C(C=CC1)CO (3-[[(3-phenoxyphenyl)-(3,3,3-trifluoro-2-hydroxypropyl)amino]methyl]benzenemethanol). Isolated yield 53.9%. RXN SMILES: [O:1]([C:8]1[CH:9]=[C:10]([N:14]([CH2:22][C:23]2[CH:24]=[C:25]([CH:30]=[CH:31][CH:32]=2)[C:26](OC)=[O:27])[CH2:15][CH:16]([OH:21])[C:17]([F:20])([F:19])[F:18])[CH:11]=[CH:12][CH:13]=1)[C:2]1[CH:7]=[CH:6][CH:5]=[CH:4][CH:3]=1.ClCCl.[H-].[Al+3].[Li+].[H-].[H-].[H-].C1COCC1>C(OCC)(=O)C>[O:1]([C:8]1[CH:9]=[C:10]([N:14]([CH2:22][C:23]2[CH:24]=[C:25]([CH2:26][OH:27])[CH:30]=[CH:31][CH:32]=2)[CH2:15][CH:16]([OH:21])[C:17]([F:18])([F:19])[F:20])[CH:11]=[CH:12][CH:13]=1)[C:2]1[CH:7]=[CH:6][CH:5]=[CH:4][CH:3]=1 |f:2.3.4.5.6.7|. Procedure details: To a solution of methyl 3-[[(3-phenoxyphenyl)(3,3,3-trifluoro-2-hydroxypropyl)amino]methyl]benzoate (197 mg, 0.00044 mol) in 2.0 ML of dichloromethane at −40° C. was slowly added a 1.0 M solution of lithium aluminum hydride in THF (1.1 mL, 0.0011 mol). The reaction mixture was stirred at −40° C. for 1 h, then diluted with ethyl acetate and quenched with water. The organic layer was dried over MgSO4 and concentrated in vacuo. The crude material was determined to contain a significant amount of un... Reactants: 20, ClC1=CC2=C(N(C(N2)=O)C2CC(N(CC2)C(=O)OC)C)C=C1 (methyl 4-(5-chloro-1,3-dihydro-2-oxo-2H-benzimidazol-1-yl)-2-methyl-1-piperidinecarboxylate), [OH-].[K+] (potassium hydroxide), CC(C)O (2-propanol). Solvent: O (water). Yields the product Cl.ClC1=CC2=C(N(C(N2)=O)C2CC(NCC2)C)C=C1 (5-chloro-1,3-dihydro-1-(2-methyl-4-piperidinyl)-2H-benzimidazol-2-one hydrochloride). RXN SMILES: [Cl:1][C:2]1[CH:22]=[CH:21][C:5]2[N:6]([CH:10]3[CH2:15][CH2:14][N:13](C(OC)=O)[CH:12]([CH3:20])[CH2:11]3)[C:7](=[O:9])[NH:8][C:4]=2[CH:3]=1.[OH-].[K+].CC(O)C>O>[ClH:1].[Cl:1][C:2]1[CH:22]=[CH:21][C:5]2[N:6]([CH:10]3[CH2:15][CH2:14][NH:13][CH:12]([CH3:20])[CH2:11]3)[C:7](=[O:9])[NH:8][C:4]=2[CH:3]=1 |f:1.2,5.6|. Procedure: A mixture of 20 parts of methyl 4-(5-chloro-1,3-dihydro-2-oxo-2H-benzimidazol-1-yl)-2-methyl-1-piperidinecarboxylate, 20 parts of potassium hydroxide, 160 parts of 2-propanol and 3 parts of water is stirred and refluxed for 36 hours. The reaction mixture is evaporated and water is added to the residue. The whole is acidified with a hydrochloric acid solution. Then it is basified with ammonium hydroxide and the free base is extracted with trichloromethane. The extract is dried, filtered and evapo... Yields the product CCOC(=O)CCc1cc(C(=O)c2ccc(OC)cc2)c(OC)cc1OC. Reaction SMILES: [Al+3:4].[CH3:16][O:17][c:18]1[c:19]([CH2:20][CH2:21][C:22](=[O:23])[O:24][CH2:25][CH3:26])[cH:27][cH:28][c:29]([O:31][CH3:32])[cH:30]1.[CH3:5][O:6][c:7]1[cH:8][cH:9][c:10]([C:11](=[O:12])[Cl:13])[cH:14][cH:15]1.[Cl-:1].[Cl-:2].[Cl-:3].[Cl:33][CH2:34][CH2:35][Cl:36]>>[CH3:5][O:6][c:7]1[cH:8][cH:9][c:10]([C:11](=[O:12])[c:28]2[cH:27][c:19]([CH2:20][CH2:21][C:22](=[O:23])[O:24][CH2:25][CH3:26])[c:18]([O:17][CH3:16])[cH:30][c:29]2[O:31][CH3:32])[cH:14][cH:15]1. Reactants: [Al+3], CCOC(=O)CCc1ccc(OC)cc1OC, COc1ccc(C(=O)Cl)cc1, [Cl-], [Cl-], [Cl-], ClCCCl. Starting materials: OBO, C1CCOC1, Ic1c[nH]c(C2CC2)n1, Fc1ccccc1. Yields the product Fc1ccc(-n2cc(I)nc2C2CC2)cc1. Reaction SMILES: [BH:10]([OH:11])[OH:12].[CH2:20]1[O:21][CH2:22][CH2:23][CH2:24]1.[CH:1]1([c:4]2[nH:5][cH:6][c:7]([I:9])[n:8]2)[CH2:2][CH2:3]1.[F:13][c:14]1[cH:15][cH:16][cH:17][cH:18][cH:19]1>>[CH:1]1([c:4]2[n:5](-[c:17]3[cH:16][cH:15][c:14]([F:13])[cH:19][cH:18]3)[cH:6][c:7]([I:9])[n:8]2)[CH2:2][CH2:3]1. Yields the product C(C)(=O)O.ClC=1C=2C3=C(N(C2C=CC1)C1=CC=C(C=C1)F)CN(C3)CCCC(O)C3=CC=C(C=C3)F (8-Chloro-4-(p-fluorophenyl)-2-[4-(p-fluorophenyl)-4-hydroxybutyl]-1,2,3,4-tetrahydropyrrolo[3,4-b]indole acetate). The reactants are Cl.ClC=1C=2C3=C(N(C2C=CC1)C1=CC=C(C=C1)F)CN(C3)CCCC(O)C3=CC=C(C=C3)F (8-chloro-4-(p-fluorophenyl)-2-[4-(p-fluorophenyl)-4-hydroxybutyl]-1,2,3,4-tetrahydropyrrolo[3,4-b]indole hydrochloride), O (water), O (water). Procedure: Five grams of 8-chloro-4-(p-fluorophenyl)-2-[4-(p-fluorophenyl)-4-hydroxybutyl]-1,2,3,4-tetrahydropyrrolo[3,4-b]indole hydrochloride in 75 ml. of water is treated with 3 ml. of water containing 1.0 g. of sodium hydroxide, and the liberated free base extracted into 150 ml. of diethyl ether. The ether layer is separated, dried over magnesium sulfate and treated with 1 ml. of glacial acetic acid. The organic solvent and excess acetic acid are removed under reduced pressure and the residue triturate... Reaction SMILES: Cl.[Cl:2][C:3]1[C:4]2[C:5]3[CH2:21][N:20]([CH2:22][CH2:23][CH2:24][CH:25]([C:27]4[CH:32]=[CH:31][C:30]([F:33])=[CH:29][CH:28]=4)[OH:26])[CH2:19][C:6]=3[N:7]([C:12]3[CH:17]=[CH:16][C:15]([F:18])=[CH:14][CH:13]=3)[C:8]=2[CH:9]=[CH:10][CH:11]=1.[OH2:34]>>[C:25]([OH:34])(=[O:26])[CH3:27].[Cl:2][C:3]1[C:4]2[C:5]3[CH2:21][N:20]([CH2:22][CH2:23][CH2:24][CH:25]([C:27]4[CH:28]=[CH:29][C:30]([F:33])=[CH:31][CH:32]=4)[OH:26])[CH2:19][C:6]=3[N:7]([C:12]3[CH:13]=[CH:14][C:15]([F:18])=[CH:16][CH:17]=3)[C:8]=2[CH:9]=[CH:10][CH:11]=1 |f:0.1,3.4|.